This data is from the Open Reaction Database (ORD), a public repository of structured organic reaction records. The task is: describe an organic reaction: reactants, conditions, products, and yield The reactants are O (Water), ClC1=C2N=CNC2=NC(=N1)SCC1=CC(=C(C=C1)OC)[N+](=O)[O-] (6-chloro-2-(4-methoxy-3-nitrobenzylsulfanyl)-9H-purine), CI (methyl iodide), [H-].[Na+] (sodium hydride). Solvent: CN(C=O)C (N,N-dimethylformamide). Conditions: time 5 minute. Yields the product ClC1=C2N=CN(C2=NC(=N1)SCC1=CC(=C(C=C1)OC)[N+](=O)[O-])C (6-chloro-2-(4-methoxy-3-nitrobenzylsulfanyl)-9-methyl-9H-purine). Yield: 741.0%. RXN SMILES: [Cl:1][C:2]1[N:10]=[C:9]([S:11][CH2:12][C:13]2[CH:18]=[CH:17][C:16]([O:19][CH3:20])=[C:15]([N+:21]([O-:23])=[O:22])[CH:14]=2)[N:8]=[C:7]2[C:3]=1[N:4]=[CH:5][NH:6]2.[H-].[Na+].[CH3:26]I.O>CN(C)C=O>[Cl:1][C:2]1[N:10]=[C:9]([S:11][CH2:12][C:13]2[CH:18]=[CH:17][C:16]([O:19][CH3:20])=[C:15]([N+:21]([O-:23])=[O:22])[CH:14]=2)[N:8]=[C:7]2[C:3]=1[N:4]=[CH:5][N:6]2[CH3:26] |f:1.2|. Reported procedure: 6-chloro-2-(4-methoxy-3-nitrobenzylsulfanyl)-9H-purine (2.00 g, 6.3 mmol) was dissolved in N,N-dimethylformamide (20 ml), under ice cooling, 60% sodium hydride (0.30 g, 7.6 mmol) was added and stirred for 5 minutes, then methyl iodide (1.08 g, 0.76 mmol) was added and stirred overnight. Water was added to the reaction solution, the precipitated crystals were collected by filtration and washed sequentially with water and ether to obtain 2.06 g (89% yield) of 6-chloro-2-(4-methoxy-3-nitrobenzylsul... The reactants are [Si](C)(C)(C(C)(C)C)OC=1C=CC=2C[C@@H]3[C@@]4(CC[C@@H]([C@H]5[C@@]4(C2C1O5)CCN3CC3CC3)NC)O (3-tert-butyldimethylsilyloxy-17-cyclopropylmethyl-4,5α-epoxy-14β-hydroxy-6α-methylaminomorphinan), ClC=1C=C(C=CC1Cl)CS(=O)(=O)Cl (3,4-dichorophenylmethanesufonylchloride). The solvent is N1=CC=CC=C1 (pyridine). Run at time 30 minute. Product: [Si](C)(C)(C(C)(C)C)OC=1C=CC=2C[C@@H]3[C@@]4(CC[C@@H]([C@H]5[C@@]4(C2C1O5)CCN3CC3CC3)N(S(=O)(=O)CC3=CC(=C(C=C3)Cl)Cl)C)O (3-tert-butyldimethylsilyloxy-17-cyclopropylmethyl-4,5α-epoxy-14β-hydroxy-6α-(N-methyl-3,4-dichlorophenylmethanesulfonamido)morphinan). The yield is 78.3%. Reaction SMILES: [Si:1]([O:8][C:9]1[CH:10]=[CH:11][C:12]2[CH2:13][C@H:14]3[N:26]([CH2:27][CH:28]4[CH2:30][CH2:29]4)[CH2:25][CH2:24][C@:20]45[C:21]=2[C:22]=1[O:23][C@H:19]4[C@@H:18]([NH:31][CH3:32])[CH2:17][CH2:16][C@@:15]35[OH:33])([C:4]([CH3:7])([CH3:6])[CH3:5])([CH3:3])[CH3:2].[Cl:34][C:35]1[CH:36]=[C:37]([CH2:42][S:43](Cl)(=[O:45])=[O:44])[CH:38]=[CH:39][C:40]=1[Cl:41]>N1C=CC=CC=1>[Si:1]([O:8][C:9]1[CH:10]=[CH:11][C:12]2[CH2:13][C@H:14]3[N:26]([CH2:27][CH:28]4[CH2:29][CH2:30]4)[CH2:25][CH2:24][C@:20]45[C:21]=2[C:22]=1[O:23][C@H:19]4[C@@H:18]([N:31]([CH3:32])[S:43]([CH2:42][C:37]1[CH:38]=[CH:39][C:40]([Cl:41])=[C:35]([Cl:34])[CH:36]=1)(=[O:45])=[O:44])[CH2:17][CH2:16][C@@:15]35[OH:33])([C:4]([CH3:7])([CH3:6])[CH3:5])([CH3:3])[CH3:2]. Procedure details: 203.9 mg of 3-tert-butyldimethylsilyloxy-17-cyclopropylmethyl-4,5α-epoxy-14β-hydroxy-6α-methylaminomorphinan 7 obtained in reference example 5 was dissolved in 3 ml of pyridine followed by the addition of 124 mg of 3,4-dichorophenylmethanesufonylchloride and stirring for 30 minutes at room temperature. After concentrating the reaction system, 3 ml of saturated aqueous sodium bicarbonate and 3 ml of chloroform were added to separate layers, after which the aqueous layer was extracted twice with 3... Procedure details: 200 parts by weight of this glucose was mixed with 11,000 parts by weight of a culture medium (10 g/l of peptone, 5 g/l of yeast extract, 2 g/l of meat extract, 5 g/l of NaCl, 2 g/l of cysteine hydrochloride and 5 g/l of calcium carbonate), and the mixture formed was injected into a pressure bottle. After the gaseous-phase portion in the bottle was displaced with nitrogen gas, the bottle was hermetically closed with a butyl rubber stopper, which was then treated in an autoclave (121° C., 98 kPa ... The product is C(C(O)C)(=O)O.C1(=CC=CC=C1)C(C(=O)O)(O)C (lactic acid phenyllactic acid). Reaction SMILES: O=[CH:2][C@@H:3]([C@H:5]([C@@H:7]([C@@H:9]([CH2:11][OH:12])[OH:10])O)O)[OH:4].[Na+].[Cl-].Cl.N[C@H:17](C(O)=[O:21])[CH2:18]S.[C:23](=[O:26])([O-])[O-:24].[Ca+2]>>[C:11]([OH:12])(=[O:21])[CH:9]([CH3:7])[OH:10].[C:5]1([C:3]([CH3:2])([OH:4])[C:23]([OH:24])=[O:26])[CH:18]=[CH:17][CH:11]=[CH:9][CH:7]=1 |f:1.2,3.4,5.6,7.8|. The reactants are O=C[C@H](O)[C@@H](O)[C@H](O)[C@H](O)CO (glucose), [Na+].[Cl-] (NaCl), Cl.N[C@@H](CS)C(=O)O (cysteine hydrochloride), C([O-])([O-])=O.[Ca+2] (calcium carbonate), butyl rubber. Reaction conditions: temperature 30 celsius. The product is OCCCCCCCC1C2(OCCO2)CCC1C=CC(COCCC)=O (6-(7-hydroxyheptyl)- 7-(3-oxo-4 -propoxybut-1-enyl)-1,4-dioxaspiro[4,4]nonane). Solvent: O1CCCC1 (tetrahydrofuran). Reported procedure: A mixture of 7-formyl-6-(7 -hydroxyheptyl)-1,4-dioxaspiro[4,4]nonane (4.2 g.) and propoxyacetylmethylenetriphenylphosphorane (7.18 g.) in dry tetrahydrofuran (35 ml.) was heated at reflux under nitrogen for 18 hours. The solvent was removed in vacuo and the residue triturated with a mixture of petroleum ether (b.p. 60°-80° C.) and ethyl acetate, allowed to stand at 0° C., filtered to remove triphenylphosphine oxide and the filtrate evaporated to dryness to give 6-(7-hydroxyheptyl)- 7-(3-oxo-4 -p... The yield is 150.2%. RXN SMILES: [CH:1]([CH:3]1[CH2:11][CH2:10][C:5]2([O:9][CH2:8][CH2:7][O:6]2)[CH:4]1[CH2:12][CH2:13][CH2:14][CH2:15][CH2:16][CH2:17][CH2:18][OH:19])=O.[CH2:20]([O:23][CH2:24][C:25]([CH:27]=P(C1C=CC=CC=1)(C1C=CC=CC=1)C1C=CC=CC=1)=[O:26])[CH2:21][CH3:22]>O1CCCC1>[OH:19][CH2:18][CH2:17][CH2:16][CH2:15][CH2:14][CH2:13][CH2:12][CH:4]1[CH:3]([CH:1]=[CH:27][C:25](=[O:26])[CH2:24][O:23][CH2:20][CH2:21][CH3:22])[CH2:11][CH2:10][C:5]21[O:9][CH2:8][CH2:7][O:6]2. Reactants: C(=O)C1C(C2(OCCO2)CC1)CCCCCCCO (7-formyl-6-(7 -hydroxyheptyl)-1,4-dioxaspiro[4,4]nonane), C(CC)OCC(=O)C=P(C1=CC=CC=C1)(C1=CC=CC=C1)C1=CC=CC=C1 (propoxyacetylmethylenetriphenylphosphorane). Starting materials: O=C([O-])C=Cc1c[nH]cn1, [Cl-], [Cl-], [Mn+2], [Mn], [Na+], [OH-], O, O. The product is O=C([O-])C=Cc1c[nH]cn1, [Mn+2]. RXN SMILES: [CH:8](=[CH:9][c:10]1[cH:11][nH:12][cH:13][n:14]1)[C:15]([O-:16])=[O:17].[Cl-:2].[Cl-:4].[Mn+2:3].[Mn:7].[Na+:6].[OH-:5].[OH2:18].[OH2:1]>>[CH:8](=[CH:9][c:10]1[cH:11][nH:12][cH:13][n:14]1)[C:15](=[O:16])[O-:17].[Mn+2:3]. RXN SMILES: [F:1][CH:2]([C:8](=O)[C:9]([F:12])([F:11])[F:10])[C:3]([O:5][CH2:6][CH3:7])=[O:4].[NH3:14]>C1(C)C=CC=CC=1>[NH2:14][C:8]([C:9]([F:12])([F:11])[F:10])=[C:2]([F:1])[C:3]([O:5][CH2:6][CH3:7])=[O:4]. The product is NC(=C(C(=O)OCC)F)C(F)(F)F (ethyl 3-amino-2,4,4,4-tetrafluoro-2-butenoate). Starting materials: FC(C(=O)OCC)C(C(F)(F)F)=O (Ethyl 2,4,4,4-tetrafluoro-3-oxobutanoate), N (ammonia). Solvent: C1(=CC=CC=C1)C (toluene). Procedure: Ethyl 2,4,4,4-tetrafluoro-3-oxobutanoate (81 g.) in toluene (60 ml) was stirred and heated to 70° C. whereupon ammonia gas was bubbled in until an uptake of 6.8 g. was recorded. The reaction was then set for reflux and water removed azeotropically. Approximately 10 ml of water was removed. After cooling, the solvent was removed under reduced pressure and the residue distilled to give ethyl 3-amino-2,4,4,4-tetrafluoro-2-butenoate b.p. 79°-86° C./20 mm, 44 g.